From a dataset of the Open Reaction Database (ORD), a public repository of structured organic reaction records. describe an organic reaction: reactants, conditions, products, and yield Yields the product CCn1c(=O)n(O)c(=O)c2cc(F)c(N3CCN(C)CC3)cc21. Starting materials: CCn1c(=O)n(OCc2ccccc2)c(=O)c2cc(F)c(N3CCN(C)CC3)cc21, C1CCOC1, [H][H]. As a reaction SMILES: [CH2:1]([c:2]1[cH:3][cH:4][cH:5][cH:6][cH:7]1)[O:8][n:9]1[c:10](=[O:30])[n:11]([CH2:28][CH3:29])[c:12]2[cH:13][c:14]([N:21]3[CH2:22][CH2:23][N:24]([CH3:27])[CH2:25][CH2:26]3)[c:15]([F:20])[cH:16][c:17]2[c:18]1=[O:19].[CH2:33]1[O:34][CH2:35][CH2:36][CH2:37]1.[H:31][H:32]>>[OH:8][n:9]1[c:10](=[O:30])[n:11]([CH2:28][CH3:29])[c:12]2[cH:13][c:14]([N:21]3[CH2:22][CH2:23][N:24]([CH3:27])[CH2:25][CH2:26]3)[c:15]([F:20])[cH:16][c:17]2[c:18]1=[O:19]. The reactants are COC(=O)[C@@H]1C[C@H](N(CC1)S(=O)(=O)C1=CC=C(C=C1)C)C(=O)O ((2S,4S)-1-(toluene-4-sulfonyl)-piperidine-2,4-dicarboxylic acid 4-methyl ester), [Cl-].C[Al+]C (dimethylaluminium chloride), C1(=CC=C(C=C1)S(=O)(=O)N1[C@@H](C[C@H](CC1)C(NC1=CC=C(C=C1)OC(F)(F)F)=O)C(=O)O)C ((2S,4S)-1-(toluene-4-sulfonyl)-4-(4-trifluoromethoxy-phenylcarbamoyl)-piperidine-2-carboxylic acid). Solvent: CCCCCCC (heptane). Yields the product C1(=CC=C(C=C1)S(=O)(=O)N1[C@H](C[C@@H](CC1)C(NC1=CC=C(C=C1)OC(F)(F)F)=O)C(=O)O)C ((2R,4R)-1-(toluene-4-sulfonyl)-4-(4-trifluoromethoxy-phenylcarbamoyl)-piperidine-2-carboxylic acid), COC(=O)[C@H]1C[C@@H](N(CC1)S(=O)(=O)C1=CC=C(C=C1)C)C(=O)O ((2R,4R)-1-(toluene-4-sulfonyl)-piperidine-2,4-dicarboxylic acid 4-methyl ester), FC(OC1=CC=C(N)C=C1)(F)F (4-trifluoromethoxy-aniline). Reaction SMILES: [C:1]1([CH3:33])[CH:6]=[CH:5][C:4]([S:7]([N:10]2[CH2:15][CH2:14][C@H:13]([C:16](=[O:29])[NH:17][C:18]3[CH:23]=[CH:22][C:21]([O:24][C:25]([F:28])([F:27])[F:26])=[CH:20][CH:19]=3)[CH2:12][C@H:11]2[C:30]([OH:32])=[O:31])(=[O:9])=[O:8])=[CH:3][CH:2]=1.[CH3:34][O:35][C:36]([C@H:38]1[CH2:43][CH2:42][N:41]([S:44]([C:47]2[CH:52]=[CH:51][C:50]([CH3:53])=[CH:49][CH:48]=2)(=[O:46])=[O:45])[C@H:40]([C:54]([OH:56])=[O:55])[CH2:39]1)=[O:37].[Cl-].C[Al+]C>CCCCCCC>[C:1]1([CH3:33])[CH:2]=[CH:3][C:4]([S:7]([N:10]2[CH2:15][CH2:14][C@@H:13]([C:16](=[O:29])[NH:17][C:18]3[CH:23]=[CH:22][C:21]([O:24][C:25]([F:28])([F:27])[F:26])=[CH:20][CH:19]=3)[CH2:12][C@@H:11]2[C:30]([OH:32])=[O:31])(=[O:9])=[O:8])=[CH:5][CH:6]=1.[CH3:34][O:35][C:36]([C@@H:38]1[CH2:43][CH2:42][N:41]([S:44]([C:47]2[CH:48]=[CH:49][C:50]([CH3:53])=[CH:51][CH:52]=2)(=[O:45])=[O:46])[C@@H:40]([C:54]([OH:56])=[O:55])[CH2:39]1)=[O:37].[F:26][C:25]([F:27])([F:28])[O:24][C:21]1[CH:22]=[CH:23][C:18]([NH2:17])=[CH:19][CH:20]=1 |f:2.3|. Procedure details: In analogy to example 36 step B) the desired racemic mixture of (2S,4S)-1-(toluene-4-sulfonyl)-4-(4-trifluoromethoxy-phenylcarbamoyl)-piperidine-2-carboxylic acid and (2R,4R)-1-(toluene-4-sulfonyl)-4-(4-trifluoromethoxy-phenylcarbamoyl)-piperidine-2-carboxylic acid (0.22 g) was obtained from the reaction of a racemic mixture of (2S,4S)-1-(toluene-4-sulfonyl)-piperidine-2,4-dicarboxylic acid 4-methyl ester and (2R,4R)-1-(toluene-4-sulfonyl)-piperidine-2,4-dicarboxylic acid 4-methyl ester (0.392 g... The reactants are C(C)(=O)NC=1N(C2=CC=CC=C2C1CC(=O)OCC)C (2-acetamido-3-carbethoxymethyl-1-methylindole), [OH-].[Na+] (sodium hydroxide), CO (methanol), ClCCl (dichloromethane). The solvent is C(C)(=O)O (acetic acid). Reaction conditions: time 8 hour. Product: C(C)(=O)NC=1N(C2=CC=CC=C2C1CC(=O)O)C (2-Acetylamino-3-carboxymethyl-1-methylindole). Reaction SMILES: [C:1]([NH:4][C:5]1[N:6]([CH3:20])[C:7]2[C:12]([C:13]=1[CH2:14][C:15]([O:17]CC)=[O:16])=[CH:11][CH:10]=[CH:9][CH:8]=2)(=[O:3])[CH3:2].CO.ClCCl.[OH-].[Na+]>C(O)(=O)C>[C:1]([NH:4][C:5]1[N:6]([CH3:20])[C:7]2[C:12]([C:13]=1[CH2:14][C:15]([OH:17])=[O:16])=[CH:11][CH:10]=[CH:9][CH:8]=2)(=[O:3])[CH3:2] |f:3.4|. Procedure: To a solution of 3.7 g. of 2-acetamido-3-carbethoxymethyl-1-methylindole in 37 ml. of methanol and 5 ml. of dichloromethane, 15.5 ml. of 1N sodium hydroxide are added at 0° C. The mixture is allowed to stand overnight and then it is neutralized with acetic acid and then evaporated to dryness. The oily residue is taken up with diluted hydrochloric acid and the solid which forms is washed with water. The product is purified by crystallization from ethanol. Yield 3.07 g., m.p. 200°-206° C. Starting materials: O[C@H]1CN(CC1)C1=NC=C(C(=O)OC)C=C1C=1C=NC=NC1 ((R)-Methyl 6-(3-hydroxypyrrolidin-1-yl)-5-(pyrimidin-5-yl)nicotinate), [OH-].[Na+] (NaOH), Cl (HCl). Conditions: time 30 minute. The product is O[C@H]1CN(CC1)C1=NC=C(C(=O)O)C=C1C=1C=NC=NC1 ((R)-6-(3-Hydroxypyrrolidin-1-yl)-5-(pyrimidin-5-yl)nicotinic acid). As a reaction SMILES: [OH:1][C@@H:2]1[CH2:6][CH2:5][N:4]([C:7]2[C:16]([C:17]3[CH:18]=[N:19][CH:20]=[N:21][CH:22]=3)=[CH:15][C:10]([C:11]([O:13]C)=[O:12])=[CH:9][N:8]=2)[CH2:3]1.[OH-].[Na+].Cl>>[OH:1][C@@H:2]1[CH2:6][CH2:5][N:4]([C:7]2[C:16]([C:17]3[CH:18]=[N:19][CH:20]=[N:21][CH:22]=3)=[CH:15][C:10]([C:11]([OH:13])=[O:12])=[CH:9][N:8]=2)[CH2:3]1 |f:1.2|. Procedure details: (R)-Methyl 6-(3-hydroxypyrrolidin-1-yl)-5-(pyrimidin-5-yl)nicotinate (Stage 170.2, 640 mg, 4.26 mmol) was added to 2 M NaOH (2 mL) and stirred 30 min at RT until complete dissolution. The RM was acidified (pH=2) with 2 M HCl and the solid which precipitated was filtered to afford the title compound as a white crystalline powder. HPLC (Condition 4) tR=2.19 min, UPLC-MS (Condition 7) m/z=287.1 [M+H]+. Starting materials: ClC=1C2=C(N=CN1)C=CS2 (4-Chlorothieno[3,2-d]pyrimidine), ClC=1C=C(N)C=CC1OCC1=C(C=CC=C1)F (3-chloro-4-(2-fluorobenzyloxy)aniline). The solvent is CC(C)O (2-propanol). The product is Cl.ClC=1C=C(NC=2C3=C(N=CN2)C=CS3)C=CC1OCC1=C(C=CC=C1)F (4-[3-Chloro-4-(2-fluorobenzyloxy)anilino]thieno[3,2-d]pyrimidine hydrochloride). Yield: 82.0%. RXN SMILES: [Cl:1][C:2]1[C:3]2[S:10][CH:9]=[CH:8][C:4]=2[N:5]=[CH:6][N:7]=1.[Cl:11][C:12]1[CH:13]=[C:14]([CH:16]=[CH:17][C:18]=1[O:19][CH2:20][C:21]1[CH:26]=[CH:25][CH:24]=[CH:23][C:22]=1[F:27])[NH2:15]>CC(O)C>[ClH:1].[Cl:11][C:12]1[CH:13]=[C:14]([CH:16]=[CH:17][C:18]=1[O:19][CH2:20][C:21]1[CH:26]=[CH:25][CH:24]=[CH:23][C:22]=1[F:27])[NH:15][C:2]1[C:3]2[S:10][CH:9]=[CH:8][C:4]=2[N:5]=[CH:6][N:7]=1 |f:3.4|. Procedure details: 4-Chlorothieno[3,2-d]pyrimidine (0.103 g, 0.60 mmol) and 3-chloro-4-(2-fluorobenzyloxy)aniline (prepared according to the published method: WO 96/09294) (0.197 g, 0.78 mmol) were reacted in 2-propanol (4.5 ml) for 4.5 hours, according to Procedure A. The product was obtained as cream prisms (0.208 g, 82%) with m.p. 231-233° C.; (Found: C, 53.39; H, 3.30; N, 9.79. C19H13ClFN3OS.HCl.H2O requires: C, 53.47; H, 3.42; N, 9.85%); δH [2H6]-DMSO 8.88 (1H, s, 2-H), 8.47 (1H, d, J 7, 6 H or 7 H) 7.88 (1H,... Reaction SMILES: Cl[CH2:2][C:3](=[O:10])[C:4]([CH2:8][CH3:9])([CH3:7])[CH2:5][CH3:6].C(=O)([O-])[O-].[K+].[K+].[Cl:17][C:18]1[CH:23]=[C:22]([Cl:24])[CH:21]=[CH:20][C:19]=1[OH:25]>CN(C)C=O>[Cl:17][C:18]1[CH:23]=[C:22]([Cl:24])[CH:21]=[CH:20][C:19]=1[O:25][CH2:2][C:3](=[O:10])[C:4]([CH2:8][CH3:9])([CH3:7])[CH2:5][CH3:6] |f:1.2.3|. The solvent is CN(C=O)C (N,N-dimethylformamide), CN(C=O)C (N,N-dimethylformamide). Isolated yield 93.5%. Yields the product ClC1=C(OCC(C(CC)(C)CC)=O)C=CC(=C1)Cl (1-(2,4-dichlorophenoxy)-3-ethyl-3-methyl-pentan-2-one). Procedure: 50 g (0.28 mole) of 1-chloro-3-ethyl-3-methyl-pentan-2-one, dissolved in 30 ml of N,N-dimethylformamide, are added to a mixture of 38.6 g (0.28 mole) of potassium carbonate and 45.6 g (0.28 mole) of 2,4-dichlorophenol in 200 ml of N,N-dimethylformamide at the boiling point. The mixture is heated at the boiling point for 10 hours, cooled to room temperature and filtered and the solvent is distilled off under reduced pressure. Distillation of the residue gives 75.7 g (93.5% of theory) of 1-(2,4-di... Reactants: C([O-])([O-])=O.[K+].[K+] (potassium carbonate), ClC1=C(C=CC(=C1)Cl)O (2,4-dichlorophenol), ClCC(C(CC)(C)CC)=O (1-chloro-3-ethyl-3-methyl-pentan-2-one).